Dataset: the Open Reaction Database (ORD), a public repository of structured organic reaction records. Task: describe an organic reaction: reactants, conditions, products, and yield Reactants: CC1(OC(=O)CC(=O)O1)C (Meldrum's acid), FC1=C(C=C(C(=C1)F)F)CC(=O)O (2,4,5-trifluorophenylacetic acid), C(=O)(N1C=NC=C1)N1C=NC=C1 (carbonyldiimidazole), C(=O)(N1C=NC=C1)N1C=NC=C1 (carbonyldiimidazole). Run in C1CCOC1 (THF). Conditions: temperature 50 celsius, time 3 hour. Yields the product FC1=C(C=C(C(=C1)F)F)CC(=O)C1C(OC(OC1=O)(C)C)=O (5-[2-(2,4,5-trifluorophenyl)-acetyl]-2,2-dimethyl-1,3-dioxane-4,6-dione). Yield: 96.0%. RXN SMILES: [F:1][C:2]1[CH:7]=[C:6]([F:8])[C:5]([F:9])=[CH:4][C:3]=1[CH2:10][C:11]([OH:13])=O.C(N1C=CN=C1)(N1C=CN=C1)=O.[CH3:26][C:27]1([CH3:35])[O:34][C:32](=[O:33])[CH2:31][C:29](=[O:30])[O:28]1>C1COCC1>[F:1][C:2]1[CH:7]=[C:6]([F:8])[C:5]([F:9])=[CH:4][C:3]=1[CH2:10][C:11]([CH:31]1[C:32](=[O:33])[O:34][C:27]([CH3:35])([CH3:26])[O:28][C:29]1=[O:30])=[O:13]. Reported procedure: 114 g (0.60 mol) of 2,4,5-trifluorophenylacetic acid was dissolved in 600 mL of THF. To this mixture, 107 g (0.66 mol) of carbonyldiimidazole was added with stirring (when a part of carbonyldiimidazole was added, a lot of solid was formed; subsequently, the solid thereby dissolved in the solution with further addition). Upon completion of the addition, the reaction mixture was warmed to 50° C. 95.1 g (0.66 mol) of Meldrum's acid was added, and the mixture was aged for 3 hours at 50° C. The mixtu... Starting materials: CSC=1C(=NNC1)C=1C=NC=CC1 (3-(4-methylsulfanyl-1H-pyrazol-3-yl)-pyridine), BrC=1C(=NNC1)C=1C=NC=CC1 (3-(4-bromo-1H-pyrazol-3-yl)-pyridine), BrC=1C(=NNC1)C=1C=NC=CC1 (3-(4-bromo-1H-pyrazol-3-yl)-pyridine), C1(=CC=CC=C1)C1(CC(=CC=C1)SSCCC)CCC (3-phenyl-propyldisulfanyl-3-propylbenzene), disulfide. Run in C(C)(=O)OCC (ethyl acetate). Yields the product C1(=CC=CC=C1)CCCSC=1C(=NNC1)C=1C=NC=CC1 (3-[4-(3-Phenyl-propylsulfanyl)-1H-pyrazol-3-yl]-pyridine). The yield is 22.0%. RXN SMILES: [CH3:1][S:2][C:3]1[C:4]([C:8]2[CH:9]=[N:10][CH:11]=[CH:12][CH:13]=2)=[N:5][NH:6][CH:7]=1.[C:14]1([C:20]2(CCC)C=CC=C(SSCCC)[CH2:21]2)[CH:19]=[CH:18][CH:17]=[CH:16][CH:15]=1.BrC1C(C2C=NC=CC=2)=NNC=1>C(OCC)(=O)C>[C:14]1([CH2:20][CH2:21][CH2:1][S:2][C:3]2[C:4]([C:8]3[CH:9]=[N:10][CH:11]=[CH:12][CH:13]=3)=[N:5][NH:6][CH:7]=2)[CH:19]=[CH:18][CH:17]=[CH:16][CH:15]=1. Reported procedure: Compound 21I was prepared following the procedure as described for the synthesis of compound 21A (see Scheme 3) using 3-phenyl-propyldisulfanyl-3-propylbenzene as the disulfide (prepared according to the methodology described in Tetrahedron Letters, 42, 2001, 6741-6743) and 3-(4-bromo-1H-pyrazol-3-yl)-pyridine (compound 20A). (conditions flash chromatography (ethyl acetate)) Yield: 22% (oil). 1H-NMR (400 MHz, CDCl3): δ 9.18 (d, J=2 Hz, 1H), 8.62 (dd, J=5 Hz, 2 Hz, 1H), 8.31 (dt, J=8 Hz, 2 Hz, 1H... Starting materials: OC1=CC=C(C=C1)C1=NOC(=C1)C(=O)NC(C(=O)OC)C(C)C (methyl 2-(3-(4-hydroxyphenyl)isoxazole-5-carboxamido)-3-methylbutanoate), CC(=O)C (acetone), C([O-])([O-])=O.[K+].[K+] (potassium carbonate), BrCC1=CC=C(C=C1)F (1-(bromomethyl)-4-fluorobenzene). Solvent: O (water). The product is FC1=CC=C(COC2=CC=C(C=C2)C2=NOC(=C2)C(=O)NC(C(=O)OC)C(C)C)C=C1 (Methyl 2-(3-(4-(4-fluorobenzyloxy)phenyl)isoxazole-5-carboxamido)-3-methylbutanoate). RXN SMILES: [OH:1][C:2]1[CH:7]=[CH:6][C:5]([C:8]2[CH:12]=[C:11]([C:13]([NH:15][CH:16]([CH:21]([CH3:23])[CH3:22])[C:17]([O:19][CH3:20])=[O:18])=[O:14])[O:10][N:9]=2)=[CH:4][CH:3]=1.CC(C)=O.C(=O)([O-])[O-].[K+].[K+].Br[CH2:35][C:36]1[CH:41]=[CH:40][C:39]([F:42])=[CH:38][CH:37]=1>O>[F:42][C:39]1[CH:40]=[CH:41][C:36]([CH2:35][O:1][C:2]2[CH:7]=[CH:6][C:5]([C:8]3[CH:12]=[C:11]([C:13]([NH:15][CH:16]([CH:21]([CH3:23])[CH3:22])[C:17]([O:19][CH3:20])=[O:18])=[O:14])[O:10][N:9]=3)=[CH:4][CH:3]=2)=[CH:37][CH:38]=1 |f:2.3.4|. Procedure details: To methyl 2-(3-(4-hydroxyphenyl)isoxazole-5-carboxamido)-3-methylbutanoate (150 mg) in, acetone (3 ml), potassium carbonate (78 mg) was added and stirred. To this 1-(bromomethyl)-4-fluorobenzene (0.07 ml) was added and the reaction mixture was refluxed for 2 hours and then cooled reaction. The mixture was filtered and filtrate was concentrated to obtain pale brown residue. To this residue, water was added and extracted with EtOAc. Organic layer was collected and dried over Na2SO4 and concentrate... The reactants are C(C)(C)C1=CC(=CC2=C1C(N(S2(=O)=O)COC2=CC(=NN2C2=CC=CC=C2)C(F)(F)F)=O)OCCCC(=O)OCC2=CC=CC=C2 (4-isopropyl-6-[3-(phenylmethyloxycarbonyl)propoxy]-2-(1-phenyl-3-trifluoromethylpyrazol-5-yl-oxymethyl)-1,2-benzisothiazol-3(2H)-one 1,1-dioxide), [H][H] (hydrogen). Reagents/catalysts: [Pd] (Pd/C). Run in C(C)(=O)OCC (ethyl acetate). Product: C(C)(C)C1=CC(=CC2=C1C(N(S2(=O)=O)COC2=CC(=NN2C2=CC=CC=C2)C(F)(F)F)=O)OCCCC(=O)O (4-isopropyl-6-[3-(carboxy)propoxy]-2-(1-phenyl-3-trifluoromethylpyrazol-5-yl-oxymethyl)-1,2-benzisothiazol-3(2H)-one 1,1-dioxide). The yield is 90.4%. As a reaction SMILES: [CH:1]([C:4]1[C:9]2[C:10](=[O:32])[N:11]([CH2:15][O:16][C:17]3[N:21]([C:22]4[CH:27]=[CH:26][CH:25]=[CH:24][CH:23]=4)[N:20]=[C:19]([C:28]([F:31])([F:30])[F:29])[CH:18]=3)[S:12](=[O:14])(=[O:13])[C:8]=2[CH:7]=[C:6]([O:33][CH2:34][CH2:35][CH2:36][C:37]([O:39]CC2C=CC=CC=2)=[O:38])[CH:5]=1)([CH3:3])[CH3:2].[H][H]>C(OCC)(=O)C.[Pd]>[CH:1]([C:4]1[C:9]2[C:10](=[O:32])[N:11]([CH2:15][O:16][C:17]3[N:21]([C:22]4[CH:27]=[CH:26][CH:25]=[CH:24][CH:23]=4)[N:20]=[C:19]([C:28]([F:31])([F:29])[F:30])[CH:18]=3)[S:12](=[O:14])(=[O:13])[C:8]=2[CH:7]=[C:6]([O:33][CH2:34][CH2:35][CH2:36][C:37]([OH:39])=[O:38])[CH:5]=1)([CH3:3])[CH3:2]. Reported procedure: A mixture of 4-isopropyl-6-[3-(phenylmethyloxycarbonyl)propoxy]-2-(1-phenyl-3-trifluoromethylpyrazol-5-yl-oxymethyl)-1,2-benzisothiazol-3(2H)-one 1,1-dioxide (820 mg) and 200 mg of 10% Pd/C in 40 ml of ethyl acetate was hydrogenated (hydrogen balloon). The catalyst was removed on a pad of CELIITEO and the filtrate was concentrated in vacuo to afford 640 mg (90%) of 4-isopropyl-6-[3-(carboxy)propoxy]-2-(1-phenyl-3-trifluoromethylpyrazol-5-yl-oxymethyl)-1,2-benzisothiazol-3(2H)-one 1,1-dioxide (Fo...